This data is from the Open Reaction Database (ORD), a public repository of structured organic reaction records. The task is: describe an organic reaction: reactants, conditions, products, and yield Reactants: FC1=CC=C(C=C1)C1=NC=C(C(=N1)C1=CC(=CC=C1)O)OC (2-(4-fluorophenyl)-4-(3-hydroxyphenyl)-5-methoxypyrimidine), C(C)(=O)OC(C)=O (acetic anhydride). Reagents/catalysts: S(O)(O)(=O)=O (sulfuric acid). Run at time 20 hour. Product: FC1=CC=C(C=C1)C1=NC=C(C(=N1)C1=CC(=CC=C1)OC(C)=O)OC (2-(4-fluorophenyl)-4-(3-acetoxyphenyl)-5-methoxypyrimidine). Yield: 73.0%. Reaction SMILES: [F:1][C:2]1[CH:7]=[CH:6][C:5]([C:8]2[N:13]=[C:12]([C:14]3[CH:19]=[CH:18][CH:17]=[C:16]([OH:20])[CH:15]=3)[C:11]([O:21][CH3:22])=[CH:10][N:9]=2)=[CH:4][CH:3]=1.[C:23](OC(=O)C)(=[O:25])[CH3:24]>S(=O)(=O)(O)O>[F:1][C:2]1[CH:3]=[CH:4][C:5]([C:8]2[N:13]=[C:12]([C:14]3[CH:19]=[CH:18][CH:17]=[C:16]([O:20][C:23](=[O:25])[CH3:24])[CH:15]=3)[C:11]([O:21][CH3:22])=[CH:10][N:9]=2)=[CH:6][CH:7]=1. Procedure details: One drop of 96% sulfuric acid was added to a mixture of 1.2 g of 2-(4-fluorophenyl)-4-(3-hydroxyphenyl)-5-methoxypyrimidine and 0.5 g of acetic anhydride, and the resulting mixture was stirred for 20 hours at room temperature. After completion of the reaction, ice-cold water was added to mixture. Subsequently, the mixture was extracted with ethyl acetate. The solvent was evaporated off, and the residue was purified by column chromatography on silica gel thereby obtaining 1.0 g of 2-(4-fluorophen... Reactants: Cl (HCl), solution, O=C1NC(CCC1N1C(C2=CC=C(C=C2C1)CNC(NC=1C=C2CCN(CC2=CC1)C(=O)OC(C)(C)C)=O)=O)=O (tert-butyl 6-(3-((2-(2,6-dioxopiperidin-3-yl)-1-oxoisoindolin-5-yl)methyl)ureido)-3,4-dihydroisoquinoline-2(1H)-carboxylate). Solvent: C(C)OCC (diethyl ether), C(Cl)Cl (methylene chloride). Conditions: time 48 hour. Yields the product O=C1NC(CCC1N1C(C2=CC=C(C=C2C1)CNC(=O)NC=1C=C2CCNCC2=CC1)=O)=O (1-((2-(2,6-DIOXOPIPERIDIN-3-YL)-1-OXOISOINDOLIN-5-YL)METHYL)-3-(1,2,3,4-TETRAHYDROISOQUINOLIN-6-YL)UREA). RXN SMILES: [O:1]=[C:2]1[CH:7]([N:8]2[CH2:16][C:15]3[C:10](=[CH:11][CH:12]=[C:13]([CH2:17][NH:18][C:19](=[O:38])[NH:20][C:21]4[CH:22]=[C:23]5[C:28](=[CH:29][CH:30]=4)[CH2:27][N:26](C(OC(C)(C)C)=O)[CH2:25][CH2:24]5)[CH:14]=3)[C:9]2=[O:39])[CH2:6][CH2:5][C:4](=[O:40])[NH:3]1.Cl>C(Cl)Cl.C(OCC)C>[O:1]=[C:2]1[CH:7]([N:8]2[CH2:16][C:15]3[C:10](=[CH:11][CH:12]=[C:13]([CH2:17][NH:18][C:19]([NH:20][C:21]4[CH:22]=[C:23]5[C:28](=[CH:29][CH:30]=4)[CH2:27][NH:26][CH2:25][CH2:24]5)=[O:38])[CH:14]=3)[C:9]2=[O:39])[CH2:6][CH2:5][C:4](=[O:40])[NH:3]1. Reported procedure: A mixture of tert-butyl 6-(3-((2-(2,6-dioxopiperidin-3-yl)-1-oxoisoindolin-5-yl)methyl)ureido)-3,4-dihydroisoquinoline-2(1H)-carboxylate (0.55 g, 1.0 mmol) in methylene chloride (100 mL) is treated with HCl (5 mL of a 2N solution in diethyl ether), and stirred at ambient temperature for 48 hours. The mixture is evaporated under vacuum, and triturated in ethyl acetate (10 mL), filtered, and dried under vacuum. The reactants are N(=O)[O-].[Na+] (sodium nitrite), [OH-].[Na+] (sodium hydroxide), BrC=1C=C(N)C=CC1Cl (3-Bromo-4-chloroaniline), S([O-])(O)=O.[Na+] (sodium bisulfite). Run at temperature -10 celsius. Procedure: 3-Bromo-4-chloroaniline (41.3 g., 0.2 mole) in 90 ml of 6 N hydrochloric acid, cooled to -10° is treated with 14 g. of sodium nitrite in 30 ml. of water. Add this solution, with stirring, to a cold (-10° C.) solution of 55 g. of sodium bisulfite and 20 g. of sodium hydroxide in 200 ml. of water. After the red precipitate appears, allow the mixture to warm to room temperature. Add 200 ml. of concentrated hydrochloric acid and heat at 90°-100° C. for 4 hours. Allow the mixture to cool overnight, c... RXN SMILES: [Br:1][C:2]1[CH:3]=[C:4]([CH:6]=[CH:7][C:8]=1[Cl:9])[NH2:5].[N:10]([O-])=O.[Na+].S(=O)(O)[O-].[Na+].[OH-].[Na+]>Cl.O>[ClH:9].[Br:1][C:2]1[CH:3]=[C:4]([NH:5][NH2:10])[CH:6]=[CH:7][C:8]=1[Cl:9] |f:1.2,3.4,5.6,9.10|. Solvent: O (water), O (water), Cl (hydrochloric acid), Cl (hydrochloric acid). Yields the product Cl.BrC=1C=C(C=CC1Cl)NN (3-Bromo-4-chlorophenylhydrazine hydrochloride). As a reaction SMILES: [C:1]([S:4][C@H:5]1[CH2:9][C@@H:8]([C:10]([OH:12])=O)[N:7]([C:13]([O:15][CH2:16][CH:17]=[CH2:18])=[O:14])[CH2:6]1)(=[O:3])[CH3:2].C[N+](C)=CCl.[Cl-].ClCCl.[CH2:28]([O:31][C:32]([NH:34][CH2:35][C:36]1[N:43]2[C:39]([S:40][CH:41]=[C:42]2[CH2:44][NH:45][CH3:46])=[CH:38][N:37]=1)=[O:33])[CH:29]=[CH2:30]>C(N(CC)CC)C>[C:1]([S:4][C@H:5]1[CH2:9][C@@H:8]([C:10]([N:45]([CH2:44][C:42]2[N:43]3[C:36]([CH2:35][NH:34][C:32]([O:31][CH2:28][CH:29]=[CH2:30])=[O:33])=[N:37][CH:38]=[C:39]3[S:40][CH:41]=2)[CH3:46])=[O:12])[N:7]([C:13]([O:15][CH2:16][CH:17]=[CH2:18])=[O:14])[CH2:6]1)(=[O:3])[CH3:2] |f:1.2.3|. The reactants are C(C)(=O)S[C@@H]1CN([C@@H](C1)C(=O)O)C(=O)OCC=C ((3S,5S)-3-acetylthio-1-allyloxycarbonylpyrrolidin-5-carboxylic acid), C[N+](=CCl)C.[Cl-].ClCCl (Vilsmeier reagent dichloromethane), C(C=C)OC(=O)NCC1=NC=C2SC=C(N21)CNC (5-allyloxycarbonylaminomethyl-3-(N-methylamino-methyl)imidazo[5,1-b]thiazole). Isolated yield 65.5%. Procedure: The procedure of Synthesis Example 1 is repeated, except that 255 mg of (3S,5S)-3-acetylthio-1-allyloxycarbonylpyrrolidin-5-carboxylic acid, 0.93 ml of a 1.1 M Vilsmeier reagent/dichloromethane solution, and 262 mg of 5-allyloxycarbonylaminomethyl-3-(N-methylamino-methyl)imidazo[5,1-b]thiazole are used and 0.145 ml of triethylamine is finally added at 4° C. followed by stirring at room temperature for additional 50 min. Thus, 327.5 mg of the title compound is prepared as a colorless amorphous ma... The solvent is C(C)N(CC)CC (triethylamine). Yields the product C(C)(=O)S[C@@H]1CN([C@@H](C1)C(=O)N(C)CC=1N2C(SC1)=CN=C2CNC(=O)OCC=C)C(=O)OCC=C ((3S,5S)-3-Acetylthio-1-allyloxycarbonyl-5-[N-[5-(allyloxycarbonylaminomethyl)imidazo[5,1-b]thiazol-3-yl]methyl-N-methylaminocarbonyl]pyrrolidine). Run at time 50 minute. The reactants are [O-2].[O-2].[O-2].[Al+3].[Al+3] (alpha alumina), solution, C(C)C(C(=O)[O-])CCCC.[Ba+2].C(C)C(C(=O)[O-])CCCC (barium 2-ethylhexanoate). The solvent is C1(=CC=CC=C1)C (toluene). Run at time 20 minute. Yields the product [Ba] (Barium), [O-2].[O-2].[O-2].[Al+3].[Al+3] (alpha alumina), C(C)C(C(=O)[O-])CCCC.[Ba+2].C(C)C(C(=O)[O-])CCCC (barium 2-ethylhexanoate). As a reaction SMILES: [O-2:1].[O-2].[O-2].[Al+3:4].[Al+3].[CH2:6]([CH:8]([CH2:12][CH2:13][CH2:14][CH3:15])[C:9]([O-:11])=[O:10])[CH3:7].[Ba+2:16].[CH2:17]([CH:19]([CH2:23][CH2:24][CH2:25][CH3:26])[C:20]([O-:22])=[O:21])[CH3:18]>C1(C)C=CC=CC=1>[Ba:16].[O-2:10].[O-2:21].[O-2:1].[Al+3:4].[Al+3:4].[CH2:6]([CH:8]([CH2:12][CH2:13][CH2:14][CH3:15])[C:9]([O-:11])=[O:10])[CH3:7].[Ba+2:16].[CH2:17]([CH:19]([CH2:23][CH2:24][CH2:25][CH3:26])[C:20]([O-:22])=[O:21])[CH3:18] |f:0.1.2.3.4,5.6.7,10.11.12.13.14,15.16.17|. Procedure details: Barium coated alpha alumina was prepared by adding 5,000 g of Alcoa A16-SG alpha alumina to a 2 liter solution of 6 wt % barium 2-ethylhexanoate in toluene. The mixture was stirred for 20 minutes. The liquid was filtered off leaving alpha alumina particles with a thin coating of barium 2-ethylhexanoate. The particles were then calcined to 500° C. for 1 hour. Starting materials: [N+](=O)([O-])C1=C(C=O)C=CC=C1 (nitrobenzaldehyde), C1=C(C=CC=C1O)C (m-cresol), C=O (formaldehyde), S(=O)([O-])[O-].[Na+].[Na+] (sodium sulphite), 2-naphthol-6-sulphonic acid, [OH-].[Na+] (NaOH). Run in O (water), O (water). Reaction conditions: temperature 60 celsius. Yields the product [N+](=O)([O-])C=1C=C(C=O)C=CC1 (m-nitrobenzaldehyde). As a reaction SMILES: [N+:1]([C:4]1[CH:11]=[CH:10][CH:9]=[CH:8][C:5]=1C=O)([O-:3])=[O:2].C1[C:17]([OH:18])=CC=CC=1C.C=O.S([O-])([O-])=O.[Na+].[Na+].[OH-].[Na+]>O>[N+:1]([C:4]1[CH:5]=[C:8]([CH:9]=[CH:10][CH:11]=1)[CH:17]=[O:18])([O-:3])=[O:2] |f:3.4.5,6.7|. Procedure details: 190.0 g of water-moist m-nitrobenzaldehyde (containing 163.0 g of crude nitrobenzaldehyde of the composition: 1.5% by weight of o-isomer; 2.3% by weight of p-isomer; 96.2% by weight of m-isomer) were suspended in 445 g of water and 20.0 g of an emulsifier, which was prepared by condensation of m-cresol, formaldehyde, sodium sulphite and 2-naphthol-6-sulphonic acid, were added. The suspension was heated to 60° C. and adjusted to pH 10.4 using NaOH. The mixture was subsequently heated to reflux an... Reactants: C1=CC=CC=2C3=CC=CC=C3CC12 (fluorene), [Li] (lithium), C(CN)N (ethylenediamine), C1CCOC1 (THF). Run in O (water). Yields the product C1CCCC=2C3=CC=CC=C3CC12 (1,2,3,4-tetrahydrofluorene). Yield: 90.1%. As a reaction SMILES: [CH:1]1[C:13]2[CH2:12][C:11]3[C:6](=[CH:7][CH:8]=[CH:9][CH:10]=3)[C:5]=2[CH:4]=[CH:3][CH:2]=1.C(N)CN.C1COCC1.[Li]>O>[CH2:10]1[C:11]2[CH2:12][C:13]3[C:5](=[CH:4][CH:3]=[CH:2][CH:1]=3)[C:6]=2[CH2:7][CH2:8][CH2:9]1 |^1:22|. Reported procedure: 30 g (0.18 mol) of fluorene was placed in a 1 L glass vessel, to which a mixed solution of 175 mL of ethylenediamine and 175 mL of THF was added under a nitrogen atmosphere, and dissolved by stirring. 5.6 g (0.812 mol) of metallic lithium was added to the resulting solution at 0° C. over 50 minutes. After completing the reaction, water was added thereto, and the target compound was extracted with diethyl ether and rinsed with a sodium chloride aqueous solution. Magnesium sulfate was added to the...